This data is from the Open Reaction Database (ORD), a public repository of structured organic reaction records. The task is: describe an organic reaction: reactants, conditions, products, and yield The reactants are ClCCl, Cc1ccc2c(N=CC(O)(CC(C)(C)c3ccccc3)C(F)(F)F)cccc2n1, [Na+], O=C([O-])O. Yields the product Cc1ccc2c(NC3c4ccccc4C(C)(C)CC3(O)C(F)(F)F)cccc2n1. Reaction SMILES: [Cl:35][CH2:36][Cl:37].[F:1][C:2]([C:3]([CH2:4][C:5]([CH3:6])([CH3:7])[c:8]1[cH:9][cH:10][cH:11][cH:12][cH:13]1)([OH:14])[CH:15]=[N:16][c:17]1[c:18]2[cH:19][cH:20][c:21]([CH3:27])[n:22][c:23]2[cH:24][cH:25][cH:26]1)([F:28])[F:29].[Na+:34].[O-:30][C:31]([OH:32])=[O:33]>>[F:1][C:2]([C:3]1([OH:14])[CH2:4][C:5]([CH3:6])([CH3:7])[c:8]2[c:9]([cH:10][cH:11][cH:12][cH:13]2)[CH:15]1[NH:16][c:17]1[c:18]2[cH:19][cH:20][c:21]([CH3:27])[n:22][c:23]2[cH:24][cH:25][cH:26]1)([F:28])[F:29]. The reactants are N1(C[C@H](NCC1)C(=O)OC)C(=O)OC(C)(C)C (1-tert-butyl 3-methyl (3S)-1,3-piperazinedicarboxylate), N(=C=O)[C@@H]1[C@H](C1)C1=CC=CC=C1 ([(1R,2S)-2-isocyanatocyclopropyl]benzene). Run in C(Cl)Cl (DCM), C(Cl)Cl (DCM). Conditions: time 1 hour. Yields the product C1(=CC=CC=C1)[C@@H]1[C@H](C1)NC(=O)N1[C@@H](CN(CC1)C(=O)OC(C)(C)C)C(=O)OC (1-tert-Butyl 3-methyl (3S)-4-({[(1S,2R)-2-phenylcyclopropyl]amino}carbonyl)-1,3-piperazinedicarboxylate). Reaction SMILES: [N:1]1([C:11]([O:13][C:14]([CH3:17])([CH3:16])[CH3:15])=[O:12])[CH2:6][CH2:5][NH:4][C@H:3]([C:7]([O:9][CH3:10])=[O:8])[CH2:2]1.[N:18]([C@H:21]1[CH2:23][C@@H:22]1[C:24]1[CH:29]=[CH:28][CH:27]=[CH:26][CH:25]=1)=[C:19]=[O:20]>C(Cl)Cl>[C:24]1([C@H:22]2[CH2:23][C@@H:21]2[NH:18][C:19]([N:4]2[CH2:5][CH2:6][N:1]([C:11]([O:13][C:14]([CH3:17])([CH3:16])[CH3:15])=[O:12])[CH2:2][C@H:3]2[C:7]([O:9][CH3:10])=[O:8])=[O:20])[CH:29]=[CH:28][CH:27]=[CH:26][CH:25]=1. Procedure: A solution of 1-tert-butyl 3-methyl (3S)-1,3-piperazinedicarboxylate (AA3) in DCM (0.17 M) was added to a stirred solution of [(1R,2S)-2-isocyanatocyclopropyl]benzene (1.0 eq.) in DCM (0.17 M) and the mixture was stirred at RT for 1 h. Solvents were evaporated under reduced pressure to give the title compound that was used as such in next step. MS (ES+) C21H29N3O5 requires 403, found: 404 (M+H)+. The reactants are C(CCC)[Li] (n-Butyllithium), solution, C1(=CC=CC=C1)S(=O)(=O)N1C=CC2=C1N=CN=C2Cl (7-Benzenesulfonyl-4-chloro-7H-pyrrolo[2,3-d]pyrimidine), C(C)(C)NC(C)C (diisopropylamine), solution. Reagents/catalysts: [Pd].C1(=CC=CC=C1)P(C1=CC=CC=C1)C1=CC=CC=C1.C1(=CC=CC=C1)P(C1=CC=CC=C1)C1=CC=CC=C1.C1(=CC=CC=C1)P(C1=CC=CC=C1)C1=CC=CC=C1.C1(=CC=CC=C1)P(C1=CC=CC=C1)C1=CC=CC=C1 (tetrakis(triphenylphosphine) palladium), [Cl-].[Zn+2].[Cl-] (zinc chloride). Run in O1CCCC1 (THF), hexanes, O1CCCC1 (THF), O1CCCC1 (tetrahydrofuran), O1CCCC1 (THF). Reaction conditions: temperature -78 celsius, time 10 minute. Yields the product C1(=CC=CC=C1)S(=O)(=O)N1C(=CC2=C1N=CN=C2Cl)C2=CC=CC=C2 (7-Benzenesulfonyl4-chloro-6-phenyl-7H-pyrrolo[2,3-d]pyrimidine). As a reaction SMILES: C(N[CH:5]([CH3:7])[CH3:6])(C)C.[CH2:8]([Li])[CH2:9][CH2:10]C.[C:13]1([S:19]([N:22]2[C:26]3[N:27]=[CH:28][N:29]=[C:30]([Cl:31])[C:25]=3[CH:24]=[CH:23]2)(=[O:21])=[O:20])[CH:18]=[CH:17][CH:16]=[CH:15][CH:14]=1>O1CCCC1.[Cl-].[Zn+2].[Cl-].[Pd].C1(P(C2C=CC=CC=2)C2C=CC=CC=2)C=CC=CC=1.C1(P(C2C=CC=CC=2)C2C=CC=CC=2)C=CC=CC=1.C1(P(C2C=CC=CC=2)C2C=CC=CC=2)C=CC=CC=1.C1(P(C2C=CC=CC=2)C2C=CC=CC=2)C=CC=CC=1>[C:13]1([S:19]([N:22]2[C:26]3[N:27]=[CH:28][N:29]=[C:30]([Cl:31])[C:25]=3[CH:24]=[C:23]2[C:6]2[CH:5]=[CH:7][CH:10]=[CH:9][CH:8]=2)(=[O:21])=[O:20])[CH:14]=[CH:15][CH:16]=[CH:17][CH:18]=1 |f:4.5.6,7.8.9.10.11|. Procedure: In a flame-dried flask under nitrogen, 0.53 mL (3.79 mmol) of diisopropylamine were dissolved in 5 mL of tetrahydrofuran (THF) and the solution cooled to −78° C. n-Butyllithium (3.75 mmol as a 2.5 M solution in hexanes) was added and the resulting mixture brought to 0° C. with continued stirring for 10 minutes. The reaction mixture was again cooled to −78° C. and to this mixture added a solution of 1.0 grams (3.40 mmol) of the product from Method B in 10 mL of THF over a 10 min period. The react... Reactants: C1(=CC=CC=C1)SCC1=CC=C(C=C1)CO ((4-phenylsulfanylmethyl-phenyl)-methanol). Reagents/catalysts: [O-2].[O-2].[Mn+4] (manganese dioxide). Solvent: C(Cl)(Cl)Cl (chloroform). Run at time 15 hour. Product: C1(=CC=CC=C1)SCC1=CC=C(C=O)C=C1 (4-Phenylsulfanylmethyl-benzaldehyde). The yield is 99.9%. As a reaction SMILES: [C:1]1([S:7][CH2:8][C:9]2[CH:14]=[CH:13][C:12]([CH2:15][OH:16])=[CH:11][CH:10]=2)[CH:6]=[CH:5][CH:4]=[CH:3][CH:2]=1>[O-2].[O-2].[Mn+4].C(Cl)(Cl)Cl>[C:1]1([S:7][CH2:8][C:9]2[CH:10]=[CH:11][C:12]([CH:15]=[O:16])=[CH:13][CH:14]=2)[CH:2]=[CH:3][CH:4]=[CH:5][CH:6]=1 |f:1.2.3|. Reported procedure: To a chloroform (10 mL) solution of (4-phenylsulfanylmethyl-phenyl)-methanol (1 g, 4.34 mmol) described in Manufacturing Example 206-1-2 was added manganese dioxide (3.77 g, 43.4 mmol), which was stirred for 15 hours at room temperature. The manganese dioxide was removed with a Celite bed, and the filtrate was concentrated under a reduced pressure to obtain the title compound (990 mg). The title compound was used in the following reaction without any further purification.